Dataset: the Open Reaction Database (ORD), a public repository of structured organic reaction records. Task: describe an organic reaction: reactants, conditions, products, and yield The reactants are Cl (hydrochloric acid), C(=O)NC=1SC(=C(N1)C(C(=O)OCC)=O)Cl (Ethyl (2-formamido-5-chlorothiazol-4-yl)glyoxylate), [OH-].[K+] (potassium hydroxide), NOCC(=O)OC(C)(C)C (tert-butyl 2-aminooxyacetate), C(=O)NC=1SC(=C(N1)C(C(=O)[O-])=O)Cl.[K+] (potassium (2-formamido-5-chlorothiazol-4-yl)glyoxylate). Solvent: N1=CC=CC=C1 (pyridine), O1CCCC1 (tetrahydrofuran). Run at time 10 minute. The product is C(C)(C)(C)OC(=O)CON=C(C(=O)O)C=1N=C(SC1Cl)NC=O (2-tert-butoxycarbonylmethoxyimino-2-(2-formamido-5-chlorothiazol-4-yl)acetic acid). Isolated yield 42.3%. As a reaction SMILES: [CH:1]([NH:3][C:4]1[S:5][C:6]([Cl:16])=[C:7]([C:9](=O)[C:10]([O:12]CC)=[O:11])[N:8]=1)=[O:2].[OH-].[K+].C(NC1SC(Cl)=C(C(=O)C([O-])=O)N=1)=O.[K+].Cl.[NH2:35][O:36][CH2:37][C:38]([O:40][C:41]([CH3:44])([CH3:43])[CH3:42])=[O:39]>O1CCCC1.N1C=CC=CC=1>[C:41]([O:40][C:38]([CH2:37][O:36][N:35]=[C:9]([C:7]1[N:8]=[C:4]([NH:3][CH:1]=[O:2])[S:5][C:6]=1[Cl:16])[C:10]([OH:12])=[O:11])=[O:39])([CH3:44])([CH3:43])[CH3:42] |f:1.2,3.4|. Reported procedure: Ethyl (2-formamido-5-chlorothiazol-4-yl)glyoxylate (14.5 g) was added to a solution of 1N aqueous potassium hydroxide (110 ml) at ambient temperature, and the mixture was stirred for 10 minutes to prepare the solution of potassium (2-formamido-5-chlorothiazol-4-yl)glyoxylate. After this solution was adjusted to pH 2 with 10% hydrochloric acid under ice-cooling, thereto were added pyridine (20 ml) and a solution of tert-butyl 2-aminooxyacetate (10.3 g) in tetrahydrofuran (50 ml), followed by stir...